This data is from the Open Reaction Database (ORD), a public repository of structured organic reaction records. The task is: describe an organic reaction: reactants, conditions, products, and yield Reactants: [OH-].[Na+] (sodium hydroxide), C(C(=O)Cl)(=O)Cl (oxalyl chloride), C(C)(C)OC1=C2C(C(=C(NC2=CC=N1)C)C(=O)O)C1=C(C=CC=C1)C(F)(F)F ((-)-1,4-dihydro-5-isopropoxy-2-methyl-4-(2-trifluoromethylphenyl)-1,6-naphthyridine-3-carboxylic acid), C(C1=CC=CC=C1)N(C)CCO (2-(N-benzyl-N-methylamino)-ethanol), C(\C=C\C(=O)O)(=O)O (fumaric acid). Run in O (water), ClCCl (dichloromethane), C(Cl)Cl (methylene chloride), C(C)(=O)OCC (ethyl acetate), N1=CC=CC=C1 (pyridine), N1=CC=CC=C1 (pyridine), C(C)(=O)OCC (ethyl acetate), C(C)(=O)OCC (ethyl acetate), CN(C=O)C (dimethylformamide), C(C)(=O)OCC (ethyl acetate). Run at temperature 0 celsius, time 15 minute. The product is CN(CC1=CC=CC=C1)CCOC(=O)C1=C(NC2=CC=NC(=C2C1C1=C(C=CC=C1)C(F)(F)F)OC(C)C)C ((-)-1,4-dihydro-5-isopropoxy-2-methyl-4-(2-trifluoromethylphenyl)-1,6-naphthyridine-3-carboxylic acid [2-(N-methyl-N-phenylmethylamino)ethyl]ester). As a reaction SMILES: C(Cl)(=O)C(Cl)=O.[CH:7]([O:10][C:11]1[N:20]=[CH:19][CH:18]=[C:17]2[C:12]=1[CH:13]([C:25]1[CH:30]=[CH:29][CH:28]=[CH:27][C:26]=1[C:31]([F:34])([F:33])[F:32])[C:14]([C:22]([OH:24])=[O:23])=[C:15]([CH3:21])[NH:16]2)([CH3:9])[CH3:8].[CH2:35]([N:42]([CH2:44][CH2:45]O)[CH3:43])[C:36]1[CH:41]=[CH:40][CH:39]=[CH:38][CH:37]=1.[OH-].[Na+].C(O)(=O)/C=C/C(O)=O>C(OCC)(=O)C.N1C=CC=CC=1.ClCCl.O.CN(C)C=O>[CH3:43][N:42]([CH2:44][CH2:45][O:23][C:22]([C:14]1[CH:13]([C:25]2[CH:30]=[CH:29][CH:28]=[CH:27][C:26]=2[C:31]([F:33])([F:34])[F:32])[C:12]2[C:17](=[CH:18][CH:19]=[N:20][C:11]=2[O:10][CH:7]([CH3:9])[CH3:8])[NH:16][C:15]=1[CH3:21])=[O:24])[CH2:35][C:36]1[CH:41]=[CH:40][CH:39]=[CH:38][CH:37]=1 |f:3.4|. Reported procedure: 6.29 g oxalyl chloride in 73 mL ethyl acetate are added to a solution of 11.3 mL absolute dimethylformamide in 220 mL absolute ethyl acetate cooled to 0° C., followed by stirring for 15 minutes at 0° to 5° C. After adding of 12.8 g (-)-1,4-dihydro-5-isopropoxy-2-methyl-4-(2-trifluoromethylphenyl)-1,6-naphthyridine-3-carboxylic acid there are added dropwise 3.9 g pyridine, dissolved in 73 mL ethyl acetate and the mixture is stirred for 60 minutes at 0° C. After adding of 10.26 g 2-(N-benzyl-N-met... RXN SMILES: [F:1][C:2]([F:35])([F:34])[C:3]1[CH:4]=[C:5]([CH:27]=[C:28]([C:30]([F:33])([F:32])[F:31])[CH:29]=1)[CH2:6][N:7]([CH2:14][C:15]1[CH:16]=[C:17]2[C:24]([CH3:25])=[N:23][N:22]([CH3:26])[C:18]2=[N:19][C:20]=1Cl)[C:8]1[N:9]=[N:10][N:11]([CH3:13])[N:12]=1.[O-]CCCC.CC(C)([O-])C.[K+].[CH:47]1([CH2:50][NH2:51])[CH2:49][CH2:48]1>CC([O-])=O.CC([O-])=O.[Pd+2].C1C=CC(P(C2C(C3C(P(C4C=CC=CC=4)C4C=CC=CC=4)=CC=C4C=3C=CC=C4)=C3C(C=CC=C3)=CC=2)C2C=CC=CC=2)=CC=1.C(OCC)(=O)C>[F:1][C:2]([F:35])([F:34])[C:3]1[CH:4]=[C:5]([CH:27]=[C:28]([C:30]([F:33])([F:32])[F:31])[CH:29]=1)[CH2:6][N:7]([CH2:14][C:15]1[CH:16]=[C:17]2[C:24]([CH3:25])=[N:23][N:22]([CH3:26])[C:18]2=[N:19][C:20]=1[NH:51][CH2:50][CH:47]1[CH2:49][CH2:48]1)[C:8]1[N:9]=[N:10][N:11]([CH3:13])[N:12]=1 |f:1.2.3,5.6.7|. The reactants are FC(C=1C=C(CN(C=2N=NN(N2)C)CC=2C=C3C(=NC2Cl)N(N=C3C)C)C=C(C1)C(F)(F)F)(F)F ((3,5-bis-trifluoromethyl-benzyl)-(6-chloro-1,3-dimethyl-1H-pyrazolo[3,4-b]pyridin-5-ylmethyl)-(2-methyl-2H-tetrazol-5-yl)-amine), [O-]CCCC.CC(C)([O-])C.[K+] (potassium-tert-butoxide butoxide), C1(CC1)CN (cyclopropylmethyl amine). Isolated yield 97.4%. Reported procedure: A mixture of (3,5-bis-trifluoromethyl-benzyl)-(6-chloro-1,3-dimethyl-1H-pyrazolo[3,4-b]pyridin-5-ylmethyl)-(2-methyl-2H-tetrazol-5-yl)-amine (0.5 g, 0.9 mmol), potassium-tert-butoxide butoxide (0.43 g, 3 mmol), cyclopropylmethyl amine (0.275 g, 3 mmol), and Pd(OAc)2 (0.01 g, 0.004 mmol), BINAP (0.03 g,0.04 mmol) was prepared in a 10 mL pressure vial. The pressure vial was placed in the focused microwave oven (CEM Discovery) and irradiated for 20 min at 110° C. by using 250 Watt microwave power. ... Solvent: C(C)(=O)OCC (ethyl acetate). The reagents and catalysts are CC(=O)[O-].CC(=O)[O-].[Pd+2] (Pd(OAc)2), C=1C=CC(=CC1)P(C=2C=CC=CC2)C3=CC=C4C=CC=CC4=C3C5=C6C=CC=CC6=CC=C5P(C=7C=CC=CC7)C=8C=CC=CC8 (BINAP). Yields the product FC(C=1C=C(CN(C=2N=NN(N2)C)CC=2C=C3C(=NC2NCC2CC2)N(N=C3C)C)C=C(C1)C(F)(F)F)(F)F ((5-{[(3,5-bis-trifluoromethyl-benzyl)-(2-methyl-2H-tetrazol-5-yl)-amino]-methyl}-1,3-dimethyl-1H-pyrazolo[3,4-b]pyridin-6-yl)-cyclopropylmethyl-amine). Starting materials: Cl.NO (hydroxylamine hydrogen chloride), [OH-].[Na+] (NaOH), BrC1=CC=C(C=C1)C(CC(C1=CC=C(C=C1)Br)=O)=O (4′-Bromo-2-(4-bromobenzoyl)acetophenone). The solvent is O (water), O1CCOCC1 (dioxane). Conditions: time 12 hour. Yields the product BrC1=CC=C(C=C1)C1=NOC(=C1)C1=CC=C(C=C1)Br (3,5-Bis(4-bromophenyl)isoxazole). RXN SMILES: [Br:1][C:2]1[CH:7]=[CH:6][C:5]([C:8](=O)[CH2:9][C:10](=[O:18])[C:11]2[CH:16]=[CH:15][C:14]([Br:17])=[CH:13][CH:12]=2)=[CH:4][CH:3]=1.Cl.[NH2:21]O.[OH-].[Na+]>O1CCOCC1.O>[Br:1][C:2]1[CH:7]=[CH:6][C:5]([C:8]2[CH:9]=[C:10]([C:11]3[CH:16]=[CH:15][C:14]([Br:17])=[CH:13][CH:12]=3)[O:18][N:21]=2)=[CH:4][CH:3]=1 |f:1.2,3.4|. Reported procedure: In a 250 ml round bottom flask, 4 g (10.4 mmol) of [2] was dissolved in 100 ml dry dioxane and heated to reflux, then 3.0 g (43.2 mmol) hydroxylamine hydrogen chloride in 10 ml water and 5 ml (25 mmol) 5 N NaOH was then dropped into the refluxing mixture. After 12 hours, the reaction mixture was cooled down to room temperature, and the solvent was removed in vacuo. The product was recrystallized from ethanol. Characterization. Yield: 3.41 g (85%). M.P. 218.5–219.5° C. 1HNMR (300 MHz, CDCl3, 20° ... Starting materials: CC1(c2ccc(F)c(Br)c2)OCCO1, C1CCOC1, [Li]CCCC, CN(C)C=O. Product: CC1(c2ccc(F)c(C=O)c2)OCCO1. As a reaction SMILES: [Br:1][c:2]1[cH:3][c:4]([C:9]2([CH3:14])[O:10][CH2:11][CH2:12][O:13]2)[cH:5][cH:6][c:7]1[F:8].[CH2:25]1[O:26][CH2:27][CH2:28][CH2:29]1.[CH3:15][CH2:16][CH2:17][CH2:18][Li:19].[O:20]=[CH:21][N:22]([CH3:23])[CH3:24]>>[c:2]1([CH:21]=[O:20])[cH:3][c:4]([C:9]2([CH3:14])[O:10][CH2:11][CH2:12][O:13]2)[cH:5][cH:6][c:7]1[F:8].